Dataset: the Open Reaction Database (ORD), a public repository of structured organic reaction records. Task: describe an organic reaction: reactants, conditions, products, and yield Yields the product Cc1ccc(NC(=O)C(C)C)cc1C1CCN(Cc2ccc(Sc3ccc(F)cc3)cc2)CC1. Reactants: C1CCCCC1, Cc1ccc(NC(=O)C(C)C)cc1C1CCNCC1, CC(=O)O, CCOC(C)=O, CC(Cl)Cl, ClCCl, O=Cc1ccc(Sc2ccc(F)cc2)cc1, [Na+], O=C([O-])O. Reaction SMILES: [CH2:49]1[CH2:50][CH2:51][CH2:52][CH2:53][CH2:54]1.[CH3:1][CH:2]([C:3](=[O:4])[NH:5][c:6]1[cH:7][c:8]([CH:13]2[CH2:14][CH2:15][NH:16][CH2:17][CH2:18]2)[c:9]([CH3:12])[cH:10][cH:11]1)[CH3:19].[CH3:36][C:37](=[O:38])[OH:39].[CH3:55][CH2:56][O:57][C:58]([CH3:59])=[O:60].[Cl:45][CH:46]([Cl:47])[CH3:48].[Cl:61][CH2:62][Cl:63].[F:20][c:21]1[cH:22][cH:23][c:24]([S:27][c:28]2[cH:29][cH:30][c:31]([CH:32]=[O:33])[cH:34][cH:35]2)[cH:25][cH:26]1.[Na+:44].[O-:40][C:41]([OH:42])=[O:43]>>[CH3:1][CH:2]([C:3](=[O:4])[NH:5][c:6]1[cH:7][c:8]([CH:13]2[CH2:14][CH2:15][N:16]([CH2:32][c:31]3[cH:30][cH:29][c:28]([S:27][c:24]4[cH:23][cH:22][c:21]([F:20])[cH:26][cH:25]4)[cH:35][cH:34]3)[CH2:17][CH2:18]2)[c:9]([CH3:12])[cH:10][cH:11]1)[CH3:19].